From a dataset of the Open Reaction Database (ORD), a public repository of structured organic reaction records. describe an organic reaction: reactants, conditions, products, and yield Starting materials: O=C1CCC(=O)N1Br, CN(C)C=O, O=[N+]([O-])c1ncccc1O. Product: O=[N+]([O-])c1nc(Br)ccc1O. Reaction SMILES: [Br:11][N:12]1[C:13](=[O:14])[CH2:15][CH2:16][C:17]1=[O:18].[O:19]=[CH:20][N:21]([CH3:22])[CH3:23].[OH:1][c:2]1[c:3]([N+:8](=[O:9])[O-:10])[n:4][cH:5][cH:6][cH:7]1>>[OH:1][c:2]1[c:3]([N+:8](=[O:9])[O-:10])[n:4][c:5]([Br:11])[cH:6][cH:7]1. Starting materials: C1COC(=O)N1P(=O)(N2CCOC2=O)Cl (BOP-Cl), C(C)(C)(C)OC(=O)N1CCC(CC1)=C(C1=CC(=NN1)C)C1=CC=CC=C1 (4-[1-phenyl-1-(3-methylpyrazol-5-yl)methylene]piperidine-1-carboxylic acid tert-butyl ester), C(=O)(C(F)(F)F)O (TFA), Cl.COC1=C2C(=CNC2=C(N=C1)N1N=NC(=C1)C)C(C(=O)O)=O (4-methoxy-7-(4-methyl-1,2,3-triazol-1-yl)-6-azaindol-3-yl-oxoacetic acid hydrochloride salt), C(C)(C)N(CC)CC (iPrNEt2). The solvent is C(Cl)Cl (CH2Cl2). Reaction conditions: time 30 minute. Yields the product C1(=CC=CC=C1)C(C1=CC(=NN1)C)=C1CCN(CC1)C(C(=O)C1=CNC2=C(N=CC(=C12)OC)N1N=NC(=C1)C)=O (1-[4-(1-Phenyl-1-(3-methylpyrazol-5-yl)-methylene)-piperidin-1-yl]-2-(4-methoxy-7-(4-methyl-1,2,3-triazol-1-yl)-6-azaindol-3-yl)-ethane-1,2-dione). The yield is 44.3%. As a reaction SMILES: C(O[C:6]([N:8]1[CH2:13][CH2:12][C:11](=[C:14]([C:21]2[CH:26]=[CH:25][CH:24]=[CH:23][CH:22]=2)[C:15]2[NH:19][N:18]=[C:17]([CH3:20])[CH:16]=2)[CH2:10][CH2:9]1)=[O:7])(C)(C)C.C(O)(C(F)(F)F)=O.Cl.[CH3:35][O:36][C:37]1[CH:45]=[N:44][C:43]([N:46]2[CH:50]=[C:49]([CH3:51])[N:48]=[N:47]2)=[C:42]2[C:38]=1[C:39]([C:52](=[O:56])C(O)=O)=[CH:40][NH:41]2.C(N(CC)CC)(C)C.C1N(P(Cl)(N2C(=O)OCC2)=O)C(=O)OC1>C(Cl)Cl>[C:21]1([C:14](=[C:11]2[CH2:12][CH2:13][N:8]([C:6](=[O:7])[C:52]([C:39]3[C:38]4[C:42](=[C:43]([N:46]5[CH:50]=[C:49]([CH3:51])[N:48]=[N:47]5)[N:44]=[CH:45][C:37]=4[O:36][CH3:35])[NH:41][CH:40]=3)=[O:56])[CH2:9][CH2:10]2)[C:15]2[NH:19][N:18]=[C:17]([CH3:20])[CH:16]=2)[CH:26]=[CH:25][CH:24]=[CH:23][CH:22]=1 |f:2.3|. Procedure: To a solution of 4-[1-phenyl-1-(3-methylpyrazol-5-yl)methylene]piperidine-1-carboxylic acid tert-butyl ester (0.0190 g, 0.0538 mmol) in CH2Cl2 (1 mL) was added TFA (0.4 mL) and the mixture was stirred at rt for 30 min. The solvent was then removed in vacuo and the material was dissolved in CHCl3 (2 mL). To this solution was added 4-methoxy-7-(4-methyl-1,2,3-triazol-1-yl)-6-azaindol-3-yl-oxoacetic acid hydrochloride salt (0.0187 g, 0.0621 mmol) and iPrNEt2 (0.050 mL, 0.287 mmol), followed by BOP-... Reactants: OCC=1N=C(NC1)C1=CC=C(C=C1)OCC1=CC=CC=C1 (4-Hydroxymethyl-2-(4-benzyloxyphenyl)-imidazole). The reagents and catalysts are [Pd] (Pd/C). Run in CCO (EtOH). Run at time 8 hour. The product is OCC=1N=C(NC1)C1=CC=C(C=C1)O (4-Hydroxymethyl-2-(4-hydroxyphenyl)-imidazole). Isolated yield 93.5%. Reaction SMILES: [OH:1][CH2:2][C:3]1[N:4]=[C:5]([C:8]2[CH:13]=[CH:12][C:11]([O:14]CC3C=CC=CC=3)=[CH:10][CH:9]=2)[NH:6][CH:7]=1>[Pd].CCO>[OH:1][CH2:2][C:3]1[N:4]=[C:5]([C:8]2[CH:13]=[CH:12][C:11]([OH:14])=[CH:10][CH:9]=2)[NH:6][CH:7]=1. Procedure: A suspension of 4 (5 g, 0.018 mol), EtOH (250 ml) and 10% Pd/C (1.7 g) was hydrogenated on a Parr shaker at 50 psi. After shaking overnight, the suspension was filtered under N2 through a super cel pad. The solution was concentrated to dryness to yield 3.2 g (94%) of 5. An analytical sample was prepared by crystallization from CH3CN; m.p. 212°-214° C. The reactants are C1(=CC(=CC=C1)C(O)C=1C(=NOC1C1=CC=C(C=C1)Br)C)C1=CC=CC=C1 (biphenyl-3-yl-[5-(4-bromo-phenyl)-3-methyl-isoxazol-4-yl]-methanol), C(C)OC(=O)C1(CC1)C1=CC=C(C=C1)B1OC(C(O1)(C)C)(C)C (1-[4-(4,4,5,5-tetramethyl-[1,3,2]dioxaborolan-2-yl)-phenyl]-cyclopropanecarboxylic acid ethyl ester). The product is C(C)OC(=O)C1(CC1)C1=CC=C(C=C1)C1=CC=C(C=C1)C1=C(C(=NO1)C)C(O)C=1C=C(C=CC1)C1=CC=CC=C1 (1-{4′-[4-(Biphenyl-3-yl-hydroxy-methyl)-3-methyl-isoxazol-5-yl]-biphenyl-4-yl}-cyclopropanecarboxylic acid ethyl ester). As a reaction SMILES: [C:1]1([C:22]2[CH:27]=[CH:26][CH:25]=[CH:24][CH:23]=2)[CH:6]=[CH:5][CH:4]=[C:3]([CH:7]([C:9]2[C:10]([CH3:21])=[N:11][O:12][C:13]=2[C:14]2[CH:19]=[CH:18][C:17](Br)=[CH:16][CH:15]=2)[OH:8])[CH:2]=1.[CH2:28]([O:30][C:31]([C:33]1([C:36]2[CH:41]=[CH:40][C:39](B3OC(C)(C)C(C)(C)O3)=[CH:38][CH:37]=2)[CH2:35][CH2:34]1)=[O:32])[CH3:29]>>[CH2:28]([O:30][C:31]([C:33]1([C:36]2[CH:41]=[CH:40][C:39]([C:17]3[CH:16]=[CH:15][C:14]([C:13]4[O:12][N:11]=[C:10]([CH3:21])[C:9]=4[CH:7]([C:3]4[CH:2]=[C:1]([C:22]5[CH:23]=[CH:24][CH:25]=[CH:26][CH:27]=5)[CH:6]=[CH:5][CH:4]=4)[OH:8])=[CH:19][CH:18]=3)=[CH:38][CH:37]=2)[CH2:34][CH2:35]1)=[O:32])[CH3:29]. Reported procedure: Prepared according to the procedure described in Example 42, Step 2, using biphenyl-3-yl-[5-(4-bromo-phenyl)-3-methyl-isoxazol-4-yl]-methanol and 1-[4-(4,4,5,5-tetramethyl-[1,3,2]dioxaborolan-2-yl)-phenyl]-cyclopropanecarboxylic acid ethyl ester. Starting materials: CCN(C(C)C)C(C)C (DIPEA), C(CC)P1(OP(OP(O1)(=O)CCC)(=O)CCC)=O (T3P), N1N=NC(=C1)CCC(=O)O (3-(1H-1,2,3-Triazol-4-yl)propanoic acid), Cl.NC1CCN(CC1)C(=O)OCC1=CC(=CC(=C1)Cl)Cl (3,5-dichlorobenzyl 4-aminopiperidine-1-carboxylate hydrochloride). Solvent: CN(C)C=O (DMF), CN(C)C=O (DMF). Reaction conditions: time 2 day. The product is N1N=NC(=C1)CCC(=O)NC1CCN(CC1)C(=O)OCC1=CC(=CC(=C1)Cl)Cl (3,5-Dichlorobenzyl 4-(3-(1H-1,2,3-triazol-4-yl)propanamido)piperidine-1-carboxylate). RXN SMILES: [NH:1]1[CH:5]=[C:4]([CH2:6][CH2:7][C:8]([OH:10])=O)[N:3]=[N:2]1.Cl.[NH2:12][CH:13]1[CH2:18][CH2:17][N:16]([C:19]([O:21][CH2:22][C:23]2[CH:28]=[C:27]([Cl:29])[CH:26]=[C:25]([Cl:30])[CH:24]=2)=[O:20])[CH2:15][CH2:14]1.CCN(C(C)C)C(C)C.C(P1(=O)OP(CCC)(=O)OP(CCC)(=O)O1)CC>CN(C=O)C>[NH:1]1[CH:5]=[C:4]([CH2:6][CH2:7][C:8]([NH:12][CH:13]2[CH2:14][CH2:15][N:16]([C:19]([O:21][CH2:22][C:23]3[CH:28]=[C:27]([Cl:29])[CH:26]=[C:25]([Cl:30])[CH:24]=3)=[O:20])[CH2:17][CH2:18]2)=[O:10])[N:3]=[N:2]1 |f:1.2|. Procedure: 3-(1H-1,2,3-Triazol-4-yl)propanoic acid (step 2) (42 mg, 0.294 mmol) and 3,5-dichlorobenzyl 4-aminopiperidine-1-carboxylate hydrochloride (Example 17, step 2) (100 mg, 0.294 mmol) were dissolved in DMF (1 ml) and treated with DIPEA (257 μl, 1.472 mmol) followed by 50% T3P® solution in DMF (344 μl, 0.589 mmol). The reaction mixture was stirred at RT for 2 days and then concentrated under reduced pressure. The crude product was dissolved in DCM and washed with 10% citric acid. The organic portion ... Starting materials: NC12CCC(CC1)(CC2)CO (4-amino-1-hydroxymethylbicyclo[2,2,2]octane), BrCC(=O)N1[C@@H](C[C@@H](C1)F)C#N ((2S,4S)-1-(2-bromoacetyl)-4-fluoropyrrolidine-2-carbonitrile). Product: OCC12CCC(CC1)(CC2)NCC(=O)N2[C@@H](C[C@@H](C2)F)C#N ((2S,4S)-1-[[N-(4-hydroxymethylbicyclo[2,2,2]oct-1-yl)amino]acetyl]-4-fluoropyrrolidine-2-carbonitrile). Isolated yield 93.3%. As a reaction SMILES: [NH2:1][C:2]12[CH2:9][CH2:8][C:5]([CH2:10][OH:11])([CH2:6][CH2:7]1)[CH2:4][CH2:3]2.Br[CH2:13][C:14]([N:16]1[CH2:20][C@@H:19]([F:21])[CH2:18][C@H:17]1[C:22]#[N:23])=[O:15]>>[OH:11][CH2:10][C:5]12[CH2:8][CH2:9][C:2]([NH:1][CH2:13][C:14]([N:16]3[CH2:20][C@@H:19]([F:21])[CH2:18][C@H:17]3[C:22]#[N:23])=[O:15])([CH2:3][CH2:4]1)[CH2:7][CH2:6]2. Procedure details: Using 4-amino-1-hydroxymethylbicyclo[2,2,2]octane (50.0 mg) and (2S,4S)-1-(2-bromoacetyl)-4-fluoropyrrolidine-2-carbonitrile (75.7 mg), the same procedure was followed as in Example 5 to obtain (2S,4S)-1-[[N-(4-hydroxymethylbicyclo[2,2,2]oct-1-yl)amino]acetyl]-4-fluoropyrrolidine-2-carbonitrile (93.0 mg). Reactants: BrC1=C(C(=CC(=C1)C(C)(C)C)C(C)(C)C)O (2-bromo-4,6-di-tert.butyl-phenol), [H-].[Na+] (sodium hydride), C(C)I (ethyl iodide), [H][H] (hydrogen). Run in CN(C=O)C (dimethylformamide), CN(C=O)C (DMF), CN(C=O)C (DMF). Conditions: temperature 0 celsius, time 1 hour. The product is BrC1=C(C(=CC(=C1)C(C)(C)C)C(C)(C)C)OCC (1-bromo-2-ethoxy-3,5-di-tert.butyl-benzene). Yield: 94.5%. As a reaction SMILES: [Br:1][C:2]1[CH:7]=[C:6]([C:8]([CH3:11])([CH3:10])[CH3:9])[CH:5]=[C:4]([C:12]([CH3:15])([CH3:14])[CH3:13])[C:3]=1[OH:16].[H-].[Na+].[H][H].[CH2:21](I)[CH3:22]>CN(C)C=O>[Br:1][C:2]1[CH:7]=[C:6]([C:8]([CH3:9])([CH3:10])[CH3:11])[CH:5]=[C:4]([C:12]([CH3:15])([CH3:14])[CH3:13])[C:3]=1[O:16][CH2:21][CH3:22] |f:1.2|. Reported procedure: A solution of 13 g of 2-bromo-4,6-di-tert.butyl-phenol in 100 ml of dimethylformamide (DMF) was added dropwise to a suspension of 2.2 g of sodium hydride (50% in mineral oil) in 100 ml of DMF at 0° C. The reaction mixture was stirred at room temperature until hydrogen was no longer evolved (ca. 1 h), cooled again to 0° C. and treated with a solution of 22 g of ethyl iodide in 50 ml of DMF. After stirring for about 1 hour at room temperature, the reaction mixture was poured on icewater, extracted... Reactants: N1=CC(=CC=C1)OC=1C=CC=2C3=C(C(N(C2C1)CC(F)(F)F)=O)C=NN3COCC[Si](C)(C)C (7-(pyrid-3-yloxy)-5-(2,2,2-trifluoroethyl)-1-{[2-(trimethylsilyl)ethoxy]-methyl}-1,5-dihydro-4H-pyrazolo[4,3-c]quinolin-4-one), FC(CN1N(CC=2C(NC=3C=CC=CC3C21)=O)COCC[Si](C)(C)C)(F)F ((2,2,2-trifluoroethyl)-2-{[2-(trimethylsilyl)ethoxy]methyl}-1,5-dihydro-4H-pyrazolo[4,3-c]quinolin-4-one), Cl (hydrogen chloride), Cl (hydrochloric acid). Run in O1CCOCC1 (dioxane). Run at time 18 hour. Yields the product Cl.N1=CC(=CC=C1)OC=1C=CC=2C=3C(C(N(C2C1)CC(F)(F)F)=O)=CNN3 (7-(pyrid-3-yloxy)-5-(2,2,2-trifluoroethyl)-2,5-dihydro-4H-pyrazolo[4,3-c]quinolin-4-one hydrochloride). Yield: 58.0%. Reaction SMILES: [N:1]1[CH:6]=[CH:5][CH:4]=[C:3]([O:7][C:8]2[CH:9]=[CH:10][C:11]3[C:12]4[N:26](COCC[Si](C)(C)C)[N:25]=[CH:24][C:13]=4[C:14](=[O:23])[N:15]([CH2:18][C:19]([F:22])([F:21])[F:20])[C:16]=3[CH:17]=2)[CH:2]=1.FC(F)(F)CN1C2C3C=CC=CC=3NC(=O)C=2CN1COCC[Si](C)(C)C.[ClH:62]>O1CCOCC1>[ClH:62].[N:1]1[CH:6]=[CH:5][CH:4]=[C:3]([O:7][C:8]2[CH:9]=[CH:10][C:11]3[C:12]4[C:13](=[CH:24][NH:25][N:26]=4)[C:14](=[O:23])[N:15]([CH2:18][C:19]([F:20])([F:21])[F:22])[C:16]=3[CH:17]=2)[CH:2]=1 |f:4.5|. Reported procedure: A suspension of 7-(pyrid-3-yloxy)-5-(2,2,2-trifluoroethyl)-1-{[2-(trimethylsilyl)ethoxy]-methyl}-1,5-dihydro-4H-pyrazolo[4,3-c]quinolin-4-one and (2,2,2-trifluoroethyl)-2-{[2-(trimethylsilyl)ethoxy]methyl}-1,5-dihydro-4H-pyrazolo[4,3-c]quinolin-4-one (0.19 g, 0.39 mmol) in 10 mL of anhydrous hydrogen chloride dissolved in dioxane (4M) is stirred at room temperature for 18 hours. The suspension is filtered and the solid is washed with DCM and then purified by flash chromatography on a C18 reverse... The reactants are C(C)(C)(C)N1CCC(CC1)=CC1=CC(=C2CN(C(N(C2=C1)C1=C(C=CC=C1Cl)Cl)=O)CC1=CC=C(C=C1)OC)C1=C(C=CC=C1)Cl (7-[(1-tert-butylpiperidin-4-ylidene)methyl]-5-(2-chlorophenyl)-1-(2,6-dichlorophenyl)-3-(4-methoxybenzyl)-3,4-dihydroquinazolin-2(1H)-one), ClC1=C(C(=CC=C1)Cl)N1C(NCC2=C(C=C(C=C12)C1CCC2(OCCO2)CC1)C1=C(C=CC=C1)Cl)=O (1-(2,6-Dichlorophenyl)-5-(2-chlorophenyl)-7-(1,4-dioxaspiro(4.5)dec-8-yl)-3,4-dihydro-2(1H)-quinazolinone). Product: C(C)(C)(C)N1CCC(CC1)CC1=CC(=C2CN(C(N(C2=C1)C1=C(C=CC=C1Cl)Cl)=O)CC1=CC=C(C=C1)OC)C1=C(C=CC=C1)Cl (7-[(1-tert-Butylpiperidin-4-yl)methyl]-5-(2-chlorophenyl)-1-(2,6-dichlorophenyl)-3-(4-methoxybenzyl)-3,4-dihydroquinazolin-2(1H)-one). As a reaction SMILES: [C:1]([N:5]1[CH2:10][CH2:9][C:8](=[CH:11][C:12]2[CH:21]=[C:20]3[C:15]([CH2:16][N:17]([CH2:31][C:32]4[CH:37]=[CH:36][C:35]([O:38][CH3:39])=[CH:34][CH:33]=4)[C:18](=[O:30])[N:19]3[C:22]3[C:27]([Cl:28])=[CH:26][CH:25]=[CH:24][C:23]=3[Cl:29])=[C:14]([C:40]3[CH:45]=[CH:44][CH:43]=[CH:42][C:41]=3[Cl:46])[CH:13]=2)[CH2:7][CH2:6]1)([CH3:4])([CH3:3])[CH3:2].ClC1C=CC=C(Cl)C=1N1C2C(=C(C3C=CC=CC=3Cl)C=C(C3CCC4(OCCO4)CC3)C=2)CNC1=O>>[C:1]([N:5]1[CH2:10][CH2:9][CH:8]([CH2:11][C:12]2[CH:21]=[C:20]3[C:15]([CH2:16][N:17]([CH2:31][C:32]4[CH:33]=[CH:34][C:35]([O:38][CH3:39])=[CH:36][CH:37]=4)[C:18](=[O:30])[N:19]3[C:22]3[C:27]([Cl:28])=[CH:26][CH:25]=[CH:24][C:23]=3[Cl:29])=[C:14]([C:40]3[CH:45]=[CH:44][CH:43]=[CH:42][C:41]=3[Cl:46])[CH:13]=2)[CH2:7][CH2:6]1)([CH3:4])([CH3:2])[CH3:3]. Procedure details: The title compound was prepared from 7-[(1-tert-butylpiperidin-4-ylidene)methyl]-5-(2-chlorophenyl)-1-(2,6-dichlorophenyl)-3-(4-methoxybenzyl)-3,4-dihydroquinazolin-2(1H)-one as described in INTERMEDIATE 72. Mass spectrum (ESI): 676.6 (M+1). Run in P(=O)(Cl)(Cl)Cl (phosphorus oxychloride). Reported procedure: A solution of 7-benzoyl-1-methyl-1,4-dihydro-9H-pyrazolo[4,3-b]quinolin-9-one (EXAMPLE 36, step 1, 33 mg, 0.11 mmol) in phosphorus oxychloride (3 ml) was refluxed for 3 h. After evaporation, the residue was dissolved in ethyl acetate (20 ml) and washed with saturated aqueous sodium bicarbonate (20 ml). The water layer was extracted with ethyl acetate (20 ml×2) and the combined organic layer was dried over sodium sulfate. Removal of solvent gave an oily residue, which was purified by preparative ... The reactants are C(C1=CC=CC=C1)(=O)C1=CC=2C(C3=C(NC2C=C1)C=NN3C)=O (7-benzoyl-1-methyl-1,4-dihydro-9H-pyrazolo[4,3-b]quinolin-9-one). Yields the product OC(C1=CC=2C(C3=C(NC2C=C1)C=NN3C)=O)C3=CC=CC=C3 (7-[HYDROXY(PHENYL)METHYL]-1-METHYL-1,4-DIHYDRO-9H-PYRAZOLO[4,3-b]-QUINOLIN-9-ONE). The yield is 71.5%. As a reaction SMILES: [C:1]([C:9]1[CH:18]=[CH:17][C:16]2[NH:15][C:14]3[CH:19]=[N:20][N:21]([CH3:22])[C:13]=3[C:12](=[O:23])[C:11]=2[CH:10]=1)(=[O:8])[C:2]1[CH:7]=[CH:6][CH:5]=[CH:4][CH:3]=1>P(Cl)(Cl)(Cl)=O>[OH:8][CH:1]([C:2]1[CH:3]=[CH:4][CH:5]=[CH:6][CH:7]=1)[C:9]1[CH:18]=[CH:17][C:16]2[NH:15][C:14]3[CH:19]=[N:20][N:21]([CH3:22])[C:13]=3[C:12](=[O:23])[C:11]=2[CH:10]=1.